From a dataset of the Open Reaction Database (ORD), a public repository of structured organic reaction records. describe an organic reaction: reactants, conditions, products, and yield Starting materials: C(C)OC(=O)C1=NC=C(C=C1C)Br (5-Bromo-3-methyl-pyridine-2-carboxylic acid ethyl ester), N.CO (NH3 MeOH). Yields the product BrC=1C=C(C(=NC1)C(=O)N)C (5-Bromo-3-methyl-pyridine-2-carboxylic acid amide). Reaction SMILES: C([O:3][C:4]([C:6]1[C:11]([CH3:12])=[CH:10][C:9]([Br:13])=[CH:8][N:7]=1)=O)C.[NH3:14].CO>>[Br:13][C:9]1[CH:10]=[C:11]([CH3:12])[C:6]([C:4]([NH2:14])=[O:3])=[N:7][CH:8]=1 |f:1.2|. Procedure: 5-Bromo-3-methyl-pyridine-2-carboxylic acid ethyl ester (2.44 g, 10 mmol) was dissolved in NH3/MeOH (50 ml) and heated to reflux for 3 days. The reaction mixture was concentrated to give the desired product as a pink solid (2.05 g, 9.6 mmol). Reactants: CC(C)(C)OC(=O)N1CCN(c2ccc(C=Cc3n[nH]c4ccccc34)c([N+](=O)[O-])c2)CC1, CCO, [Fe], O. The product is CC(C)(C)OC(=O)N1CCN(c2ccc(C=Cc3n[nH]c4ccccc34)c(N)c2)CC1. RXN SMILES: [C:1]([CH3:2])([CH3:3])([CH3:4])[O:5][C:6](=[O:7])[N:8]1[CH2:9][CH2:10][N:11]([c:14]2[cH:15][c:16]([N+:31]([O-:32])=[O:33])[c:17]([CH:20]=[CH:21][c:22]3[n:23][nH:24][c:25]4[cH:26][cH:27][cH:28][cH:29][c:30]34)[cH:18][cH:19]2)[CH2:12][CH2:13]1.[CH3:35][CH2:36][OH:37].[Fe:38].[OH2:34]>>[C:1]([CH3:2])([CH3:3])([CH3:4])[O:5][C:6](=[O:7])[N:8]1[CH2:9][CH2:10][N:11]([c:14]2[cH:15][c:16]([NH2:31])[c:17]([CH:20]=[CH:21][c:22]3[n:23][nH:24][c:25]4[cH:26][cH:27][cH:28][cH:29][c:30]34)[cH:18][cH:19]2)[CH2:12][CH2:13]1. Starting materials: Cc1noc(C)c1S(=O)(=O)Cl, CC(C)C(=O)Nc1cccc(C2CCN(CCC(N)c3ccccc3)CC2)c1. Product: Cc1noc(C)c1S(=O)(=O)NC(CCN1CCC(c2cccc(NC(=O)C(C)C)c2)CC1)c1ccccc1. As a reaction SMILES: [CH3:1][c:2]1[n:3][o:4][c:5]([CH3:11])[c:6]1[S:7](=[O:8])(=[O:9])[Cl:10].[NH2:12][CH:13]([CH2:14][CH2:15][N:16]1[CH2:17][CH2:18][CH:19]([c:22]2[cH:23][c:24]([NH:28][C:29]([CH:30]([CH3:31])[CH3:32])=[O:33])[cH:25][cH:26][cH:27]2)[CH2:20][CH2:21]1)[c:34]1[cH:35][cH:36][cH:37][cH:38][cH:39]1>>[CH3:1][c:2]1[n:3][o:4][c:5]([CH3:11])[c:6]1[S:7](=[O:8])(=[O:9])[NH:12][CH:13]([CH2:14][CH2:15][N:16]1[CH2:17][CH2:18][CH:19]([c:22]2[cH:23][c:24]([NH:28][C:29]([CH:30]([CH3:31])[CH3:32])=[O:33])[cH:25][cH:26][cH:27]2)[CH2:20][CH2:21]1)[c:34]1[cH:35][cH:36][cH:37][cH:38][cH:39]1. Starting materials: C(C)(C)N1C=CC2=CC(=CC=C12)C(=O)O (1-isopropyl-5-indolecarboxylic acid), [H-].[Na+] (sodium hydride), CI (methyl iodide). Solvent: CN(C=O)C (dimethyl-formamide). Product: C(C)(C)N1C=CC2=CC(=CC=C12)C(=O)OC (methyl 1-isopropyl-5-indolecarboxylate). RXN SMILES: [CH:1]([N:4]1[C:12]2[C:7](=[CH:8][C:9]([C:13]([OH:15])=[O:14])=[CH:10][CH:11]=2)[CH:6]=[CH:5]1)([CH3:3])[CH3:2].[H-].[Na+].[CH3:18]I>CN(C)C=O>[CH:1]([N:4]1[C:12]2[C:7](=[CH:8][C:9]([C:13]([O:15][CH3:18])=[O:14])=[CH:10][CH:11]=2)[CH:6]=[CH:5]1)([CH3:3])[CH3:2] |f:1.2|. Procedure: A mixture of 2.20 g (8.97 mmol) of isopropyl 1-isopropyl-5-indolecarboxylate, 100 ml of 2N sodium hydroxide solution and 100 ml of ethanol was refluxed for an hour. The solvent was then distilled off under reduced pressure. Thereafter water was added to the residue and the resulting mixture was acidified with conc. hydrochloric acid. The precipitated solid was filtered and dried under reduced pressure to give 2.00 g of crude 1-isopropyl-5-indole-carboxylic acid. The reaction was carried out in a... The reactants are CC(C#N)(C)C1=CC(=CC=C1)C#C[Si](C)(C)C (2-Methyl-2-(3-trimethylsilanylethynylphenyl)-propionitrile), TEA, O (water), [Rh(COD)Cl]2, C1(=CC=CC=C1)P(C1=CC=CC=C1)C1=CC=CC=C1 (triphenylphosphine), stainless steel. The solvent is C1CCOC1 (THF). Run at temperature 160 celsius. Yields the product CC(C#N)(C)C=1C=C2CCC(C2=CC1)=O (2-Methyl-2-(1-oxo-indan-5-yl)-propionitrile). Reaction SMILES: [CH3:1][C:2]([C:6]1[CH:11]=[CH:10][CH:9]=[C:8]([C:12]#[C:13][Si](C)(C)C)[CH:7]=1)([CH3:5])[C:3]#[N:4].[OH2:18].[C:19]1(P(C2C=CC=CC=2)C2C=CC=CC=2)C=CC=CC=1>C1COCC1>[CH3:1][C:2]([C:6]1[CH:7]=[C:8]2[C:9](=[CH:10][CH:11]=1)[C:19](=[O:18])[CH2:13][CH2:12]2)([CH3:5])[C:3]#[N:4]. Procedure: 2-Methyl-2-(3-trimethylsilanylethynylphenyl)-propionitrile (4.00 g, 16.6 mmol) was added to a mixture of THF (35 mL), TEA (4.82 mL, 34.6 mmol), water (3.12 mL, 173 mmol), [Rh(COD)Cl]2 (83 mg, 168 μmol) and triphenylphosphine (1.81 g, 6.90 mmol) in a stainless steel autoclave. The reactor was sealed and flushed with carbon monoxide, and then it was pressurized with carbon monoxide (500 psi). The stirred mixture was heated at 160° C. for 4 hours. After cooling to ambient temperature, the reaction ... The reactants are C1(CC1)C=1C=C(C=NC1)C1=CC2=C(C=N1)C=NN2C2=NC(=CC=C2)F (6-(5-cyclopropylpyridin-3-yl)-1-(6-fluoropyridin-2-yl)-1H-pyrazolo[4,3-c]pyridine), N1CCNCC(C1)O (1,4-diazepan-6-ol). Yields the product C1(CC1)C=1C=C(C=NC1)C1=CC2=C(C=N1)C=NN2C2=CC=CC(=N2)N2CCNCC(C2)O (1-(6-(6-(5-cyclopropylpyridin-3-yl)-1H-pyrazolo[4,3-c]pyridin-1-yl)pyridin-2-yl)-1,4-diazepan-6-ol). Yield: 17.0%. RXN SMILES: [CH:1]1([C:4]2[CH:5]=[C:6]([C:10]3[N:15]=[CH:14][C:13]4[CH:16]=[N:17][N:18]([C:19]5[CH:24]=[CH:23][CH:22]=[C:21](F)[N:20]=5)[C:12]=4[CH:11]=3)[CH:7]=[N:8][CH:9]=2)[CH2:3][CH2:2]1.[NH:26]1[CH2:32][CH:31]([OH:33])[CH2:30][NH:29][CH2:28][CH2:27]1>>[CH:1]1([C:4]2[CH:5]=[C:6]([C:10]3[N:15]=[CH:14][C:13]4[CH:16]=[N:17][N:18]([C:19]5[N:20]=[C:21]([N:26]6[CH2:32][CH:31]([OH:33])[CH2:30][NH:29][CH2:28][CH2:27]6)[CH:22]=[CH:23][CH:24]=5)[C:12]=4[CH:11]=3)[CH:7]=[N:8][CH:9]=2)[CH2:3][CH2:2]1. Reported procedure: Following the procedures as described in EXAMPLE 8 and starting with 6-(5-cyclopropylpyridin-3-yl)-1-(6-fluoropyridin-2-yl)-1H-pyrazolo[4,3-c]pyridine and 1,4-diazepan-6-ol, 115 was obtained as an off-white solid (25.1 mg, 17%). 1H NMR (400 MHz, DMSO) δ 9.31-9.27 (s, 1H), 9.07-9.00 (dd, J=16.3, 6.5 Hz, 2H), 8.65-8.59 (d, J=5.6 Hz, 1H), 8.48-8.44 (t, J=2.8 Hz, 1H), 8.09-8.03 (t, J=2.0 Hz, 1H), 7.73-7.67 (t, J=8.1 Hz, 1H), 7.20-7.14 (d, J=7.7 Hz, 1H), 6.73-6.68 (d, J=8.5 Hz, 1H), 4.82-4.73 (s, 1H)...